Dataset: the Open Reaction Database (ORD), a public repository of structured organic reaction records. Task: describe an organic reaction: reactants, conditions, products, and yield Product: ClC1=CC(=C(NC2=NC=NC3=CC(=C(C=C23)OC)OCCN2CCN(CC2)C)C=C1O)F (4-(4-chloro-2-fluoro-5-hydroxyanilino)-6-methoxy-7-(2-(4-methylpiperazin-1-yl)ethoxy)quinazoline). RXN SMILES: [ClH:1].Cl[C:3]1[C:12]2[C:7](=[CH:8][C:9]([O:15][CH2:16][CH2:17][N:18]3[CH2:23][CH2:22][N:21]([CH3:24])[CH2:20][CH2:19]3)=[C:10]([O:13][CH3:14])[CH:11]=2)[N:6]=[CH:5][N:4]=1.Br[C:26]1[C:32]([OH:33])=[CH:31][C:29]([NH2:30])=[C:28]([F:34])[CH:27]=1>C(O)(C)C.CC(C)=O>[Cl:1][C:26]1[C:32]([OH:33])=[CH:31][C:29]([NH:30][C:3]2[C:12]3[C:7](=[CH:8][C:9]([O:15][CH2:16][CH2:17][N:18]4[CH2:23][CH2:22][N:21]([CH3:24])[CH2:20][CH2:19]4)=[C:10]([O:13][CH3:14])[CH:11]=3)[N:6]=[CH:5][N:4]=2)=[C:28]([F:34])[CH:27]=1. The yield is 32.0%. The solvent is C(C)(C)O (isopropanol), CC(=O)C (acetone). Procedure details: 1M Ethereal hydrogen chloride (0.34 ml, 0.34 mmol) was added to 4-chloro-6-methoxy-7-(2-(4-methylpiperazin-1-yl)ethoxy)quinazoline (115 mg, 0.34 mmol) and 4-chloro-2-fluoro-5-hydroxyaniline (61 mg, 0.38 mmol), (as described in EP 61741 A2), in isopropanol (5 ml) and the mixture was heated at reflux for 90 minutes and then allowed to cool. The mixture was diluted with acetone, and the solid product collected by filtration. The impure solid was treated with methylene chloride/methanol/ammonia (100... The reactants are Cl (hydrogen chloride), ClC1=NC=NC2=CC(=C(C=C12)OC)OCCN1CCN(CC1)C (4-chloro-6-methoxy-7-(2-(4-methylpiperazin-1-yl)ethoxy)quinazoline), BrC1=CC(=C(N)C=C1O)F (4-bromo-2-fluoro-5-hydroxyaniline). Yields the product COc1ccc(-c2nnc(C(=O)N3CC(Oc4ccc(CN5CCOCC5)cc4C)C3)o2)cc1. Starting materials: CCOC(=O)c1nnc(-c2ccc(OC)cc2)o1, CCO, Cc1cc(CN2CCOCC2)ccc1OC1CNC1. As a reaction SMILES: [CH3:20][O:21][c:22]1[cH:23][cH:24][c:25](-[c:28]2[n:29][n:30][c:31]([C:33](=[O:34])[O:35][CH2:36][CH3:37])[o:32]2)[cH:26][cH:27]1.[CH3:38][CH2:39][OH:40].[NH:1]1[CH2:2][CH:3]([O:5][c:6]2[c:7]([CH3:19])[cH:8][c:9]([CH2:10][N:11]3[CH2:12][CH2:13][O:14][CH2:15][CH2:16]3)[cH:17][cH:18]2)[CH2:4]1>>[N:1]1([C:33]([c:31]2[n:30][n:29][c:28](-[c:25]3[cH:24][cH:23][c:22]([O:21][CH3:20])[cH:27][cH:26]3)[o:32]2)=[O:34])[CH2:2][CH:3]([O:5][c:6]2[c:7]([CH3:19])[cH:8][c:9]([CH2:10][N:11]3[CH2:12][CH2:13][O:14][CH2:15][CH2:16]3)[cH:17][cH:18]2)[CH2:4]1.